Dataset: the Open Reaction Database (ORD), a public repository of structured organic reaction records. Task: describe an organic reaction: reactants, conditions, products, and yield Reactants: C(C)(C)(C)OC(=O)NC1=NC=C(C=N1)C(=O)OCC (ethyl 2-tert-butoxycarbonylamino-5-pyrimidinecarboxylate), [OH-].[K+] (potassium hydroxide). The solvent is C(C)O (ethanol). Reaction conditions: temperature 70 celsius. Yields the product C(C)(C)(C)OC(=O)NC1=NC=C(C=N1)C(=O)O (2-tert-butoxycarbonylamino-5-pyrimidinecarboxylic acid). The yield is 87.1%. As a reaction SMILES: [C:1]([O:5][C:6]([NH:8][C:9]1[N:14]=[CH:13][C:12]([C:15]([O:17]CC)=[O:16])=[CH:11][N:10]=1)=[O:7])([CH3:4])([CH3:3])[CH3:2].[OH-].[K+]>C(O)C>[C:1]([O:5][C:6]([NH:8][C:9]1[N:14]=[CH:13][C:12]([C:15]([OH:17])=[O:16])=[CH:11][N:10]=1)=[O:7])([CH3:4])([CH3:2])[CH3:3] |f:1.2|. Procedure details: A mixture of 200 mg of ethyl 2-tert-butoxycarbonylamino-5-pyrimidinecarboxylate, 125 mg of potassium hydroxide and 15 mL of ethanol was heated to 70° C. for 3 h, cooled and concentrated under reduced pressure. The residue was dissolved in 50 mL of ice water, washed with 50 mL of ether, acidified to pH=3 with conc. HCl and extracted with 3×50 mL of chloroform. The combined organic extracts were dried (MgSO4) and concentrated under reduced pressure. Drying under vacuum gave 156 mg of 2-tert-butoxy... Reactants: CC1(CNCC2=CC(=CC=C12)NC(C1=C(C=CC=C1)NC(C)C1=NC(=NC=C1)NC)=O)C (N-(4,4-Dimethyl-1,2,3,4-tetrahydro-isoquinolin-7-yl)-2-[1-(2-methylamino-pyrimidin-4-yl)-ethylamino]-benzamide), ( mm ), 10u. Solvent: CCCCCC.CC(C)O (n-Hexane i-PrOH). The product is CC1(CNCC2=CC(=CC=C12)NC(C1=C(C=CC=C1)N[C@@H](C)C1=NC(=NC=C1)NC)=O)C ((S)—N-(4,4-Dimethyl-1,2,3,4-tetrahydro-isoquinolin-7-yl)-2-[1-(2-methylamino-pyrimidin-4-yl)-ethylamino]-benzamide). Reaction SMILES: [CH3:1][C:2]1([CH3:32])[C:11]2[C:6](=[CH:7][C:8]([NH:12][C:13](=[O:31])[C:14]3[CH:19]=[CH:18][CH:17]=[CH:16][C:15]=3[NH:20][CH:21]([C:23]3[CH:28]=[CH:27][N:26]=[C:25]([NH:29][CH3:30])[N:24]=3)[CH3:22])=[CH:9][CH:10]=2)[CH2:5][NH:4][CH2:3]1>CCCCCC.CC(O)C>[CH3:32][C:2]1([CH3:1])[C:11]2[C:6](=[CH:7][C:8]([NH:12][C:13](=[O:31])[C:14]3[CH:19]=[CH:18][CH:17]=[CH:16][C:15]=3[NH:20][C@H:21]([C:23]3[CH:28]=[CH:27][N:26]=[C:25]([NH:29][CH3:30])[N:24]=3)[CH3:22])=[CH:9][CH:10]=2)[CH2:5][NH:4][CH2:3]1 |f:1.2|. Reported procedure: N-(4,4-Dimethyl-1,2,3,4-tetrahydro-isoquinolin-7-yl)-2-[1-(2-methylamino-pyrimidin-4-yl)-ethylamino]-benzamide (190 mg, 0.44 mmol) was separated on a chiral column (Chiralcel AD, 250×4.6 (mm) 10u, n-Hexane/i-PrOH/0.2% DEA (70:30), 1 mL/min). The (S) enantiomer was isolated. MS m/z: 431.3 (M+H). Calc'd. for C25H31N6O-431.55. The reactants are C1(=CC=CC=C1)[Li] (phenyllithium), O (Water), C(C1=CC=CC=C1)=O (benzaldehyde), N1=C(C=CC=C1)C (2-picoline). Solvent: C1=CC=CC=C1 (benzene), CCOCC (ether), CCOCC (ether), CCOCC (ether), CCOCC (ether). Reaction conditions: temperature 0 celsius, time 30 minute. The product is OC(CC1=NC=CC=C1)C1=CC=CC=C1 (2-(2-Hydroxy-2-phenylethyl)pyridine). As a reaction SMILES: [N:1]1[CH:6]=[CH:5][CH:4]=[CH:3][C:2]=1[CH3:7].C1([Li])C=CC=CC=1.[CH:15](=[O:22])[C:16]1[CH:21]=[CH:20][CH:19]=[CH:18][CH:17]=1.O>CCOCC.C1C=CC=CC=1>[OH:22][CH:15]([C:16]1[CH:21]=[CH:20][CH:19]=[CH:18][CH:17]=1)[CH2:7][C:2]1[CH:3]=[CH:4][CH:5]=[CH:6][N:1]=1. Procedure: A solution of 4.65 grams (0.05 mole) of 2-picoline in 40 milliliters of ether was added, with stirring, to a solution of phenyllithium (0.05 mole) in 30 milliliters of benzene diluted with 50 milliliters of ether. The solution was refluxed for 1 hour and then cooled to 0° C.; a solution of 5.3 grams (0.05 mole) of benzaldehyde in 30 milliliters of ether was added slowly at 0° C. The reaction mixture was stirred at room temperature for 30 minutes. Water was added, and the organic layer was separa... Reactants: CS(=O)(=O)OC=1C=CC2=C(C(C(O2)O)(C)C)C1 (2-hydroxy-2,3-dihydro-3,3-dimethylbenzofuran-5-yl methanesulphonate), C(C1=CC=CC=C1)(=O)Cl (benzoyl chloride), Cl (hydrochloric acid). The solvent is N1=CC=CC=C1 (pyridine). The product is CS(=O)(=O)OC=1C=CC2=C(C(C(O2)OC(C2=CC=CC=C2)=O)(C)C)C1 (2-benzoyloxy-2,3-dihydro-3,3-dimethylbenzofuran-5-yl methanesulphonate). RXN SMILES: [CH3:1][S:2]([O:5][C:6]1[CH:7]=[CH:8][C:9]2[O:13][CH:12]([OH:14])[C:11]([CH3:16])([CH3:15])[C:10]=2[CH:17]=1)(=[O:4])=[O:3].[C:18](Cl)(=[O:25])[C:19]1[CH:24]=[CH:23][CH:22]=[CH:21][CH:20]=1.Cl>N1C=CC=CC=1>[CH3:1][S:2]([O:5][C:6]1[CH:7]=[CH:8][C:9]2[O:13][CH:12]([O:14][C:18](=[O:25])[C:19]3[CH:24]=[CH:23][CH:22]=[CH:21][CH:20]=3)[C:11]([CH3:15])([CH3:16])[C:10]=2[CH:17]=1)(=[O:3])=[O:4]. Procedure details: To a cooled solution of 2-hydroxy-2,3-dihydro-3,3-dimethylbenzofuran-5-yl methanesulphonate (8.0 parts) in dry pyridine (42 parts) was added benzoyl chloride (4.75 parts) at such a rate that the temperature did not exceed 10° C. After one hour the mixture was poured into a slight excess of dilute hydrochloric acid. The product was extracted with ether and the ethereal solution washed, dried with sodium sulphate and evaporated to give an oil which solidified on scratching. The solid was recrystal... The reactants are COCOC1=CC=C2C(C(CSC2=C1)(C)C1=CC=C(C=C1)OCOC)CCCCCCCCCSCCOCCOC (7-methoxymethoxy-3-(4-methoxymethoxyphenyl)-3-methyl-4-{9-[2-(2-methoxyethoxy)ethylthio]nonyl}thiochroman), Cl (HCl), O (Water). Run in C(C)(C)O (isopropanol), O1CCCC1 (tetrahydrofuran). Reaction conditions: time 2 day. The product is OC1=CC=C2C(C(CSC2=C1)(C)C1=CC=C(C=C1)O)CCCCCCCCCSCCOCCOC ((3RS,4RS)-7-hydroxy-3-(4-hydroxyphenyl)-3-methyl-4-{9-[2-(2-methoxyethoxy)ethylthio]nonyl}thiochroman). The yield is 74.0%. RXN SMILES: COC[O:4][C:5]1[CH:14]=[C:13]2[C:8]([CH:9]([CH2:26][CH2:27][CH2:28][CH2:29][CH2:30][CH2:31][CH2:32][CH2:33][CH2:34][S:35][CH2:36][CH2:37][O:38][CH2:39][CH2:40][O:41][CH3:42])[C:10]([C:16]3[CH:21]=[CH:20][C:19]([O:22]COC)=[CH:18][CH:17]=3)([CH3:15])[CH2:11][S:12]2)=[CH:7][CH:6]=1.Cl.O>C(O)(C)C.O1CCCC1>[OH:4][C:5]1[CH:14]=[C:13]2[C:8]([CH:9]([CH2:26][CH2:27][CH2:28][CH2:29][CH2:30][CH2:31][CH2:32][CH2:33][CH2:34][S:35][CH2:36][CH2:37][O:38][CH2:39][CH2:40][O:41][CH3:42])[C:10]([C:16]3[CH:21]=[CH:20][C:19]([OH:22])=[CH:18][CH:17]=3)([CH3:15])[CH2:11][S:12]2)=[CH:7][CH:6]=1. Reported procedure: To a solution of 7-methoxymethoxy-3-(4-methoxymethoxyphenyl)-3-methyl-4-{9-[2-(2-methoxyethoxy)ethylthio]nonyl}thiochroman (68 mg, 0.109 mmol) in isopropanol (5.5 ml) and tetrahydrofuran (0.9 ml) was added 5N-HCl (1.47 ml) at room temperature, which was stirred for 2 days. Water was added thereto, and the resulting solution was extracted with ethyl acetate. Then, the organic layer was washed with water and saturated sodium chloride solution, dried over anhydrous magnesium sulfate, and concentrat... Yield: 70.0%. Reactants: C(C)(=O)O[C@H]1C=C(C(C1)=O)CC1=CC(=CC=C1)OC ((R)-3-(3-methoxybenzyl)-4-oxocyclopent-2-enyl acetate), C(C)(=O)O[C@H]1C=C(C(C1)=O)CC1=CC(=CC=C1)OC ((R)-3-(3-Methoxybenzyl)-4-oxocyclopent-2-enyl acetate), OP(=O)(O)[O-].[K+].OP(=O)(O)O (KH2PO4 H3PO4), [OH-].[Na+] (NaOH). Product: O[C@H]1C=C(C(C1)=O)CC1=CC(=CC=C1)OC ((R)-4-hydroxy-2-(3-methoxybenzyl)cyclopent-2-enone). RXN SMILES: C([O:4][C@@H:5]1[CH2:9][C:8](=[O:10])[C:7]([CH2:11][C:12]2[CH:17]=[CH:16][CH:15]=[C:14]([O:18][CH3:19])[CH:13]=2)=[CH:6]1)(=O)C.OP([O-])(O)=O.[K+].OP(O)(O)=O.[OH-].[Na+]>>[OH:4][C@@H:5]1[CH2:9][C:8](=[O:10])[C:7]([CH2:11][C:12]2[CH:17]=[CH:16][CH:15]=[C:14]([O:18][CH3:19])[CH:13]=2)=[CH:6]1 |f:1.2.3,4.5|. Procedure: (R)-3-(3-Methoxybenzyl)-4-oxocyclopent-2-enyl acetate (0.1 g, 0.38 mmol) was added to KH2PO4—H3PO4 buffer (1 ml). The mixture was added thereto Lipase derived from Pseudomonas cepacia, and 1N NaOH was slowly added to the solution at room temperature to keep the pH=7˜7.5. After 3 hours, about 10% of (R)-3-(3-methoxybenzyl)-4-oxocyclopent-2-enyl acetate remained. The reaction mixture was filtered to remove Lipase and the filtrate was extracted with EtOAc, dried over MgSO4, and evaporated. The resu... Reaction conditions: time 3 hour. The reactants are COC(CC1=CC(=CC=C1)OC1=C(C=C(C=C1)Br)CN(C(=O)OC)CC1=CC=CC=C1)=O ((3-{2-[(benzyl-methoxycarbonyl-amino)-methyl]-4-bromo-phenoxy}-phenyl)-acetic acid methyl ester), [OH-].[Li+] (lithium hydroxide), Cl (HCl). The solvent is C1CCOC1 (THF). Product: C(C1=CC=CC=C1)N(C(=O)OC)CC1=C(OC=2C=C(C=CC2)CC(=O)O)C=CC(=C1)Br ((3-{2-[(Benzyl-methoxycarbonyl-amino)-methyl]-4-bromo-phenoxy}-phenyl)-acetic acid). As a reaction SMILES: C[O:2][C:3](=[O:32])[CH2:4][C:5]1[CH:10]=[CH:9][CH:8]=[C:7]([O:11][C:12]2[CH:17]=[CH:16][C:15]([Br:18])=[CH:14][C:13]=2[CH2:19][N:20]([CH2:25][C:26]2[CH:31]=[CH:30][CH:29]=[CH:28][CH:27]=2)[C:21]([O:23][CH3:24])=[O:22])[CH:6]=1.[OH-].[Li+].Cl>C1COCC1>[CH2:25]([N:20]([CH2:19][C:13]1[CH:14]=[C:15]([Br:18])[CH:16]=[CH:17][C:12]=1[O:11][C:7]1[CH:6]=[C:5]([CH2:4][C:3]([OH:32])=[O:2])[CH:10]=[CH:9][CH:8]=1)[C:21]([O:23][CH3:24])=[O:22])[C:26]1[CH:27]=[CH:28][CH:29]=[CH:30][CH:31]=1 |f:1.2|. Reported procedure: To (3-{2-[(benzyl-methoxycarbonyl-amino)-methyl]-4-bromo-phenoxy}-phenyl)-acetic acid methyl ester (0.07 g) in THF (2 mL) was added 1N aqueous lithium hydroxide (2 mL), and the reaction was stirred at room temperature until no starting material was seen by analytical LCMS. The mixture was acidified with 1N aqueous HCl to pH 3-4, and extracted three times with EtOAc. The combined organic layers were washed with H2O, dried, and concentrated to give the title compound. M+H=485. Reactants: O=C(Nc1ccc(CO)cc1F)OCc1ccccc1, CCOCC, BrP(Br)Br. Yields the product O=C(Nc1ccc(CBr)cc1F)OCc1ccccc1. Reaction SMILES: [CH2:5]([c:6]1[cH:7][cH:8][cH:9][cH:10][cH:11]1)[O:12][C:13]([NH:14][c:15]1[c:16]([F:23])[cH:17][c:18]([CH2:21][OH:22])[cH:19][cH:20]1)=[O:24].[CH3:25][CH2:26][O:27][CH2:28][CH3:29].[P:1]([Br:2])([Br:3])[Br:4]>>[Br:2][CH2:21][c:18]1[cH:17][c:16]([F:23])[c:15]([NH:14][C:13]([O:12][CH2:5][c:6]2[cH:7][cH:8][cH:9][cH:10][cH:11]2)=[O:24])[cH:20][cH:19]1.